This data is from the Open Reaction Database (ORD), a public repository of structured organic reaction records. The task is: describe an organic reaction: reactants, conditions, products, and yield The reactants are FC(C(=O)O)(F)F.FC(C(=O)O)(F)F.ClC=1C=NC=2NC=3C=CC=C(CCC4=C(C=CC(NC1N2)=C4)NC(=O)C4CNCCC4)C3 (N-[6-chloro-2,4,8,22-tetraazatetracyclo[14.3.1.1(3,7).1(9,13)]docosa-1(20), 3(22),4,6,9(21),10,12,16,18-nonaen-12-yl]piperidine-3-carboxamide bis(trifluoroacetate)), N(=C=O)CC (isocyanato-ethane). Yields the product FC(C(=O)O)(F)F.ClC=1C=NC=2NC=3C=CC=C(CCC4=C(C=CC(NC1N2)=C4)NC(=O)C4CN(CCC4)C(=O)NCC)C3 (N(3)-[6-Chloro-2,4,8,22-tetraazatetracyclo[14.3.1.1(3,7).1(9,13)]docosa-1(20),3(22),4,6,9(21),10,12,16,18-nonaen-12-yl]-N(1)-ethylpiperidine-1,3-dicarboxamide trifluoroacetate). Yield: 36.0%. Reaction SMILES: [F:1][C:2]([F:7])([F:6])[C:3]([OH:5])=[O:4].FC(F)(F)C(O)=O.[Cl:15][C:16]1[CH:17]=[N:18][C:19]2[NH:20][C:21]3[CH:22]=[CH:23][CH:24]=[C:25]([CH:46]=3)[CH2:26][CH2:27][C:28]3[CH:36]=[C:32]([NH:33][C:34]=1[N:35]=2)[CH:31]=[CH:30][C:29]=3[NH:37][C:38]([CH:40]1[CH2:45][CH2:44][CH2:43][NH:42][CH2:41]1)=[O:39].[N:47]([CH2:50][CH3:51])=[C:48]=[O:49]>>[F:1][C:2]([F:7])([F:6])[C:3]([OH:5])=[O:4].[Cl:15][C:16]1[CH:17]=[N:18][C:19]2[NH:20][C:21]3[CH:22]=[CH:23][CH:24]=[C:25]([CH:46]=3)[CH2:26][CH2:27][C:28]3[CH:36]=[C:32]([NH:33][C:34]=1[N:35]=2)[CH:31]=[CH:30][C:29]=3[NH:37][C:38]([CH:40]1[CH2:45][CH2:44][CH2:43][N:42]([C:48]([NH:47][CH2:50][CH3:51])=[O:49])[CH2:41]1)=[O:39] |f:0.1.2,4.5|. Reported procedure: The desired compound was prepared according to the procedure of Example A9, step H using N-[6-chloro-2,4,8,22-tetraazatetracyclo[14.3.1.1(3,7).1(9,13)]docosa-1(20), 3(22),4,6,9(21),10,12,16,18-nonaen-12-yl]piperidine-3-carboxamide bis(trifluoroacetate) and isocyanato-ethane as starting materials in 36% yield. LCMS for C27H31ClN7O2 (M+H)+: m/z=520.2. Starting materials: O1C(COC2=CC=CC3=C2CCCC(N3)=O)C1 (6-(2,3-epoxypropoxy)-2,3,4,5-tetrahydro-1H-1-benzazepin-2-one), C(C)(C)N (isopropylamine). The solvent is C(CC)O (n-propanol). Yields the product OC(COC1=CC=CC2=C1CCCC(N2)=O)CNC(C)C (6-(2-hydroxy-3-isopropylaminopropoxy)-2,3,4,5-tetrahydro-1H-1-benzazepin-2-one). Yield: 40.3%. Reaction SMILES: [O:1]1[CH2:17][CH:2]1[CH2:3][O:4][C:5]1[C:10]2[CH2:11][CH2:12][CH2:13][C:14](=[O:16])[NH:15][C:9]=2[CH:8]=[CH:7][CH:6]=1.[CH:18]([NH2:21])([CH3:20])[CH3:19]>C(O)CC>[OH:1][CH:2]([CH2:17][NH:21][CH:18]([CH3:20])[CH3:19])[CH2:3][O:4][C:5]1[C:10]2[CH2:11][CH2:12][CH2:13][C:14](=[O:16])[NH:15][C:9]=2[CH:8]=[CH:7][CH:6]=1. Procedure details: 3.3 g (0.014 mole) of 6-(2,3-epoxypropoxy)-2,3,4,5-tetrahydro-1H-1-benzazepin-2-one are dissolved in 400 ml of n-propanol, 3 g of isopropylamine are added and the mixture is kept on a boiling waterbath for from 4 to 6 hours. The solvent and excess amine are then distilled off on a rotary evaporator and the residue is twice taken up in methanol, the solvent again being distilled off. The residue thus obtained is chromatographed on a silica gel column, using methanol as the mobile phase. 1.65 g (3... Starting materials: C(C)(C)C1=CC(=CC2=C1C(N(S2(=O)=O)COC2=CC(=NN2C2=CC=C(C=C2)Cl)C(F)(F)F)=O)OCCCC(=O)OCC2=CC=CC=C2 (4-isopropyl-6-[3-(phenylmethyloxycarbonyl)propoxy]-2-[1-(4-chlorophenyl)-3-trifluoromethylpyrazol-5-yl-oxymethyl]-1,2-benzisothiazol-3(2H)-one 1,1-dioxide), S(O)(O)(=O)=O (sulfuric acid), C([O-])(O)=O.[Na+] (sodium bicarbonate). The solvent is O1CCOCC1 (dioxane). Run at temperature 100 celsius. Yields the product C(C)(C)C1=CC(=CC2=C1C(N(S2(=O)=O)COC2=CC(=NN2C2=CC=C(C=C2)Cl)C(F)(F)F)=O)OCCCC(=O)O (4-isopropyl-6-[3-(carboxy)propoxy]-2-[1-(4-chlorophenyl)-3-trifluoromethylpyrazol-5-yl-oxymethyl]-1,2-benzisothiazol-3(2H)-one 1,1-dioxide). Yield: 70.2%. Reaction SMILES: [CH:1]([C:4]1[C:9]2[C:10](=[O:33])[N:11]([CH2:15][O:16][C:17]3[N:21]([C:22]4[CH:27]=[CH:26][C:25]([Cl:28])=[CH:24][CH:23]=4)[N:20]=[C:19]([C:29]([F:32])([F:31])[F:30])[CH:18]=3)[S:12](=[O:14])(=[O:13])[C:8]=2[CH:7]=[C:6]([O:34][CH2:35][CH2:36][CH2:37][C:38]([O:40]CC2C=CC=CC=2)=[O:39])[CH:5]=1)([CH3:3])[CH3:2].S(=O)(=O)(O)O.C(=O)(O)[O-].[Na+]>O1CCOCC1>[CH:1]([C:4]1[C:9]2[C:10](=[O:33])[N:11]([CH2:15][O:16][C:17]3[N:21]([C:22]4[CH:23]=[CH:24][C:25]([Cl:28])=[CH:26][CH:27]=4)[N:20]=[C:19]([C:29]([F:32])([F:31])[F:30])[CH:18]=3)[S:12](=[O:14])(=[O:13])[C:8]=2[CH:7]=[C:6]([O:34][CH2:35][CH2:36][CH2:37][C:38]([OH:40])=[O:39])[CH:5]=1)([CH3:3])[CH3:2] |f:2.3|. Reported procedure: A mixture of 4-isopropyl-6-[3-(phenylmethyloxycarbonyl)propoxy]-2-[1-(4-chlorophenyl)-3-trifluoromethylpyrazol-5-yl-oxymethyl]-1,2-benzisothiazol-3(2H)-one 1,1-dioxide (4.19 g; 6.055 mmol) and 50 ml of 20% sulfuric acid in 80 ml of dioxane was heated at 100° C. for 20 hours. The mixture was cooled, poured into ice, neutralized with sodium bicarbonate solution (160 ml, to pH=5), and the resulting solid was filtered and recrystallized (3×, ethyl acetate/hexane; methylene chloride/hexane; and aceto... The reactants are O (water), ClC1=CC=C(OC(C(C=CN(C)C)=O)C)C=C1 (4-(4-chlorophenoxy)-1-(dimethylamino)-1-penten-3-one), NN1C=NN=C1 (4-amino-1,2,4-triazole). Run in C(C)(=O)O (acetic acid), C(C)(=O)O (acetic acid). Product: ClC1=CC=C(OC(C)C=2C=3N(N=CC2)C=NN3)C=C1 (8-[1-(4-chlorophenoxy)ethyl]-1,2,4-triazolo[4,3-b]pyridazine). Isolated yield 9.7%. As a reaction SMILES: [Cl:1][C:2]1[CH:17]=[CH:16][C:5]([O:6][CH:7]([CH3:15])[C:8](=O)[CH:9]=[CH:10][N:11](C)C)=[CH:4][CH:3]=1.N[N:19]1[CH:23]=[N:22][N:21]=[CH:20]1.O>C(O)(=O)C>[Cl:1][C:2]1[CH:17]=[CH:16][C:5]([O:6][CH:7]([C:8]2[C:23]3[N:19]([CH:20]=[N:21][N:22]=3)[N:11]=[CH:10][CH:9]=2)[CH3:15])=[CH:4][CH:3]=1. Reported procedure: A solution of 4-(4-chlorophenoxy)-1-(dimethylamino)-1-penten-3-one (14.5 g) in glacial acetic acid (100 ml) was added dropwise to a solution of 4-amino-1,2,4-triazole (5.0 g) in glacial acetic acid (100 ml). The solution was boiled under reflux for 4 hours and then poured into water (400 ml). The mixture was extracted with toluene. The combined organic extracts were washed with 10% sodium bicarbonate solution, then with water, dried over anhydrous magnesium sulphate, filtered, and evaporated und... The reactants are CO, COc1ccc(N2CCN(c3ccc(Cl)nn3)CC2)cc1, [H][H], O=[Ca]. Product: COc1ccc(N2CCN(c3cccnn3)CC2)cc1. RXN SMILES: [CH3:26][OH:27].[Cl:1][c:2]1[n:3][n:4][c:5]([N:8]2[CH2:9][CH2:10][N:11]([c:14]3[cH:15][cH:16][c:17]([O:20][CH3:21])[cH:18][cH:19]3)[CH2:12][CH2:13]2)[cH:6][cH:7]1.[H:24][H:25].[O:22]=[Ca:23]>>[cH:2]1[n:3][n:4][c:5]([N:8]2[CH2:9][CH2:10][N:11]([c:14]3[cH:15][cH:16][c:17]([O:20][CH3:21])[cH:18][cH:19]3)[CH2:12][CH2:13]2)[cH:6][cH:7]1. The reactants are P(=O)(Cl)(Cl)Cl (Phosphoryl chloride), ice, C(C)(=O)[O-].[Na+] (sodium acetate), ClC1=C(C=C2CCC(NC2=C1)=O)F (7-chloro-6-fluoro-3,4-dihydrocarbostyril), ClC(Cl)Cl (trichloromethane). Run in O (water), O (water), CN(C=O)C (dimethylformamide). Reaction conditions: temperature 20 celsius, time 1 hour. The product is ClC=1NC2=CC(=C(C=C2CC1C=O)F)Cl (2,7-Dichloro-6-fluoro-3-formyl1,4-dihydroquinoline). As a reaction SMILES: P(Cl)(Cl)(Cl)=O.[Cl:6]C(Cl)Cl.[Cl:10][C:11]1[CH:20]=[C:19]2[C:14]([CH2:15][CH2:16][C:17](=O)[NH:18]2)=[CH:13][C:12]=1[F:22].[C:23]([O-:26])(=O)C.[Na+]>O.CN(C)C=O>[Cl:6][C:17]1[NH:18][C:19]2[C:14]([CH2:15][C:16]=1[CH:23]=[O:26])=[CH:13][C:12]([F:22])=[C:11]([Cl:10])[CH:20]=2 |f:3.4|. Procedure: Phosphoryl chloride (55.6 cc) is added in the course of 30 minutes, with stirring at between 10° and 15° C. to a mixture of trichloromethane (250 cc) and dimethylformamide (54 cc) and the mixture is stirred for 1 hour at a temperature in the region of 20° C. To the solution obtained, 7-chloro-6-fluoro-3,4-dihydrocarbostyril (52 g) is added gradually in the course of 10 minutes at approximately 20° C. with vigorous stirring. The suspension obtained is heated to a temperature in the region of 60° ... Procedure details: A stirred solution of N-[4-[2-(ethylheptylamino)ethyl]phenyl]methanesulfonamide as prepared in Example 3 (0.332 g, 0.975 mmol) in acetonitrile (3 ml) is treated with HOAc, (0.056 ml, 0.975 mmol) and ethyl bromide (0.73 ml, 9.75 mmol). The solution is refluxed for 1 day, treated with additional ethyl bromide (1 ml) and acetonitrile (3 ml) and refluxed for one additional day. The mixture is concentrated; the residue is mixed with a solution of NaHCO3 (160 mg) in water and extracted with Et2O. The ... Run in C(C)#N (acetonitrile), C(C)#N (acetonitrile). As a reaction SMILES: [CH2:1]([N:3]([CH2:17][CH2:18][CH2:19][CH2:20][CH2:21][CH2:22][CH3:23])[CH2:4][CH2:5][C:6]1[CH:11]=[CH:10][C:9]([NH:12][S:13]([CH3:16])(=[O:15])=[O:14])=[CH:8][CH:7]=1)[CH3:2].[CH3:24][C:25]1C=C(C(=O)C)C=CC=1NS(C)(=O)=O.CC(O)=O.C([Br:45])C>C(#N)C>[Br-:45].[CH2:1]([N+:3]([CH2:24][CH3:25])([CH2:17][CH2:18][CH2:19][CH2:20][CH2:21][CH2:22][CH3:23])[CH2:4][CH2:5][C:6]1[CH:11]=[CH:10][C:9]([NH:12][S:13]([CH3:16])(=[O:14])=[O:15])=[CH:8][CH:7]=1)[CH3:2] |f:5.6|. The reactants are C(C)N(CCC1=CC=C(C=C1)NS(=O)(=O)C)CCCCCCC (N-[4-[2-(ethylheptylamino)ethyl]phenyl]methanesulfonamide), C(C)Br (ethyl bromide), CC=1C=C(C=CC1NS(=O)(=O)C)C(C)=O (3'-Methyl-4'-((methylsulfonyl)amino)acetophenone), CC(=O)O (HOAc), C(C)Br (ethyl bromide). The product is [Br-].C(C)[N+](CCC1=CC=C(C=C1)NS(=O)(=O)C)(CCCCCCC)CC (N,N-diethyl-N-heptyl-4-[(methylsulfonyl)amino]benzeneethanaminium bromide).